The task is: describe an organic reaction: reactants, conditions, products, and yield. This data is from the Open Reaction Database (ORD), a public repository of structured organic reaction records. The reactants are Cc1ccc(Br)cc1F, C1CCOC1, CC(C)[N-]C(C)C, Cl, [Li+], O=C=O. The product is Cc1ccc(Br)c(C(=O)O)c1F. RXN SMILES: [Br:1][c:2]1[cH:3][c:4]([F:9])[c:5]([CH3:8])[cH:6][cH:7]1.[CH2:22]1[O:23][CH2:24][CH2:25][CH2:26]1.[CH3:11][CH:12]([N-:13][CH:14]([CH3:15])[CH3:16])[CH3:17].[ClH:21].[Li+:10].[O:18]=[C:19]=[O:20]>>[Br:1][c:2]1[c:3]([C:19](=[O:18])[OH:20])[c:4]([F:9])[c:5]([CH3:8])[cH:6][cH:7]1. Solvent: O (water), O (water), C(C)O (ethanol), C1=CC=CC=C1 (benzene). Isolated yield 94.0%. RXN SMILES: [BH4-].[Na+].[OH-].[Na+].[Cl:5][C:6]1[C:21]([F:22])=[CH:20][C:9]2[C:10](=[O:19])[CH2:11][C:12]3[CH:18]=[CH:17][CH:16]=[CH:15][C:13]=3[S:14][C:8]=2[CH:7]=1>O.C(O)C.C1C=CC=CC=1>[Cl:5][C:6]1[C:21]([F:22])=[CH:20][C:9]2[CH:10]([OH:19])[CH2:11][C:12]3[CH:18]=[CH:17][CH:16]=[CH:15][C:13]=3[S:14][C:8]=2[CH:7]=1 |f:0.1,2.3|. Reactants: [BH4-].[Na+] (sodium borohydride), [OH-].[Na+] (sodium hydroxide), ClC1=CC2=C(C(CC3=C(S2)C=CC=C3)=O)C=C1F (7-chloro-8-fluorodibenzo(b,f)thiepine-10(11H)-one). Reported procedure: A solution of sodium borohydride (0.42 g) in water (4 ml), containing 15% sodium hydroxide solution (0.1 ml), was added dropwise to a solution of the ketone from the preceding experiment (7.0 g) in a mixture of ethanol (70 ml) and benzene (25 ml). The mixture was refluxed for 3 hours, diluted with water and extracted with benzene. The extract was washed with 5% sodium hydroxide solution and water, dried over sodium sulphate and taken down. The solid residue was crystallized from hexane (30 ml), ... Yields the product ClC1=CC2=C(C(CC3=C(S2)C=CC=C3)O)C=C1F (7-chloro-8-fluoro-10-hydroxy-10,11-dihydrodibenzo(b,f)thiepine). The reactants are CC(=O)C(C)C, CCOC(=O)CP(=O)(OCC)OCC, CC(=CC(=O)Cl)C(C)C, COCCOCCOC, [H-], [Na+]. Product: CCOC(=O)C=C(C)C(C)C. RXN SMILES: [CH3:10][C:11](=[O:12])[CH:13]([CH3:14])[CH3:15].[CH3:16][CH2:17][O:18][C:19]([CH2:20][P:21]([O:22][CH2:23][CH3:24])([O:25][CH2:26][CH3:27])=[O:28])=[O:29].[CH3:1][C:2](=[CH:3][C:4](=[O:5])[Cl:6])[CH:7]([CH3:8])[CH3:9].[CH3:32][O:33][CH2:34][CH2:35][O:36][CH2:37][CH2:38][O:39][CH3:40].[H-:30].[Na+:31]>>[CH3:1][C:2](=[CH:3][C:4](=[O:5])[O:12][CH2:11][CH3:10])[CH:7]([CH3:8])[CH3:9]. Starting materials: FC(C1=C(C=NO)C=CC=C1)(F)F (2-(trifluoromethyl)benzaldehydeoxime), ClN1C(CCC1=O)=O (N-chlorosuccinimide), resultant solution. Conditions: time 15 hour. The product is ON=C(C1=C(C=CC=C1)C(F)(F)F)Cl (N-hydroxy-2-(trifluoromethyl)benzimidoylchloride). The yield is 92.5%. RXN SMILES: [F:1][C:2]([F:13])([F:12])[C:3]1[CH:11]=[CH:10][CH:9]=[CH:8][C:4]=1[CH:5]=[N:6][OH:7].[Cl:14]N1C(=O)CCC1=O>>[OH:7][N:6]=[C:5]([Cl:14])[C:4]1[CH:8]=[CH:9][CH:10]=[CH:11][C:3]=1[C:2]([F:12])([F:13])[F:1]. Reported procedure: 2-(trifluoromethyl)benzaldehydeoxime (30.0 g, 158.60 mmol) was dissolved in dimethylformimide (300 mL), and added with N-chlorosuccinimide (23.31 g, 174.46 mmol), followed by stirring for 15 hours. After the reaction was completed, the resultant solution was vacuum evaporated, added with ethylacetate (1,500 mL), washed with saturated sodium chloride aqueous solution (1,000 mL) and purified water (1,000 mL), respectively, dried with anhydrous sodium sulfate, and vacuum-evaporated to provide a pal... Reactants: FC1=C(C(=O)O)C=C(C(=C1)C1=CC=C(C=C1)CCCCC)F (2,5-difluoro-4-(4-pentylphenyl)benzoic acid), FC1=C(C=CC(=C1)C1=C(C=CC=C1)F)O (2-fluoro-4-(2-fluorophenyl)phenol), C1(CCCCC1)N=C=NC1CCCCC1 (1,3-dicyclohexylcarbodiimide). Reagents/catalysts: CN(C1=CC=NC=C1)C (4-dimetylaminopyridine). The solvent is ClCCl (dichloromethane), ClCCl (dichloromethane). Reaction conditions: time 17 hour. The product is FC1=C(C(=O)OC2=C(C=C(C=C2)C2=C(C=CC=C2)F)F)C=C(C(=C1)C1=CC=C(C=C1)CCCCC)F (2-fluoro-4-(2-fluorophenyl)phenyl 2,5-difluoro-4-(4-pentylphenyl)benzoate). As a reaction SMILES: [F:1][C:2]1[CH:10]=[C:9]([C:11]2[CH:16]=[CH:15][C:14]([CH2:17][CH2:18][CH2:19][CH2:20][CH3:21])=[CH:13][CH:12]=2)[C:8]([F:22])=[CH:7][C:3]=1[C:4]([OH:6])=[O:5].[F:23][C:24]1[CH:29]=[C:28]([C:30]2[CH:35]=[CH:34][CH:33]=[CH:32][C:31]=2[F:36])[CH:27]=[CH:26][C:25]=1O.C1(N=C=NC2CCCCC2)CCCCC1>CN(C)C1C=CN=CC=1.ClCCl>[F:1][C:2]1[CH:10]=[C:9]([C:11]2[CH:16]=[CH:15][C:14]([CH2:17][CH2:18][CH2:19][CH2:20][CH3:21])=[CH:13][CH:12]=2)[C:8]([F:22])=[CH:7][C:3]=1[C:4]([O:6][C:25]1[CH:26]=[CH:27][C:28]([C:30]2[CH:35]=[CH:34][CH:33]=[CH:32][C:31]=2[F:36])=[CH:29][C:24]=1[F:23])=[O:5]. Procedure details: To a mixture of 2,5-difluoro-4-(4-pentylphenyl)benzoic acid (28.40 mmol), 2-fluoro-4-(2-fluorophenyl)phenol (28.40 mmol), and dichloromethane (100 ml), 4-dimetylaminopyridine (34.10 mmol) is added dropwise. Then, a solution of 1,3-dicyclohexylcarbodiimide (34.10 mmol) in dichloromethane (100 ml) is added dropwise. After the addition is completed, the reaction mixture is stirred for 17 hrs at room temperature. Solid formed is filtered off, and a saturated aqueous solution of sodium chloride is ad... Starting materials: 22, FC(CO)(F)F (2,2,2-trifluoroethanol), [N+](=O)([O-])C1=C(OC2=C(C=O)C=CC=C2)C=CC(=C1)Cl (2-(2-nitro-4-chlorophenoxy)benzaldehyde), C(#N)[BH3-].[Na+] (sodium cyanoborohydride), CN(C)C=1C=CC(=CC1)N=NC=2C=CC(=CC2)S(=O)(=O)O (methyl orange), Cl (hydrochloric acid). Solvent: CO (methanol), O1CCCC1 (tetrahydrofuran), CO (methanol). Conditions: time 24 hour. Product: [N+](=O)([O-])C1=C(OC2=C(CO)C=CC=C2)C=CC(=C1)Cl (2-(2-nitro-4-chlorophenoxy)benzyl alcohol). RXN SMILES: [N+:1]([C:4]1[CH:18]=[C:17]([Cl:19])[CH:16]=[CH:15][C:5]=1[O:6][C:7]1[CH:14]=[CH:13][CH:12]=[CH:11][C:8]=1[CH:9]=[O:10])([O-:3])=[O:2].C([BH3-])#N.[Na+].FC(F)(F)CO.CN(C1C=CC(N=NC2C=CC(S(O)(=O)=O)=CC=2)=CC=1)C.Cl>CO.O1CCCC1>[N+:1]([C:4]1[CH:18]=[C:17]([Cl:19])[CH:16]=[CH:15][C:5]=1[O:6][C:7]1[CH:14]=[CH:13][CH:12]=[CH:11][C:8]=1[CH2:9][OH:10])([O-:3])=[O:2] |f:1.2|. Reported procedure: 10 Parts 2-(2-nitro-4-chlorophenoxy)benzaldehyde and 2.4 parts sodium cyanoborohydride is dissolved with stirring in a mixture of 22 parts of tetrahydrofuran, 20 parts methanol and 10 parts by volume 2,2,2-trifluoroethanol. To the resulting mixture is added a trace of methyl orange and a sufficient amount of 2 N hydrochloric acid in methanol to attain a deep red color. Stirring is continued for approximately 24 hours at which time the solvents are removed in vacuo. The red, oily residue is disso...